From a dataset of the Open Reaction Database (ORD), a public repository of structured organic reaction records. describe an organic reaction: reactants, conditions, products, and yield RXN SMILES: [Cl:1][C:2]1[C:7]([Cl:8])=[CH:6][CH:5]=[CH:4][C:3]=1[CH:9]([C:11]1[N:12]=[CH:13][NH:14][CH:15]=1)[CH3:10].ClC1C(Cl)=CC=CC=1C(C1N=CNC=1)=C.C([O-])(O)=O.[Na+].C1C=CC(OC(Cl)=[S:44])=CC=1>O1CCCC1.O>[Cl:1][C:2]1[C:7]([Cl:8])=[CH:6][CH:5]=[CH:4][C:3]=1[CH:9]([C:11]1[NH:12][C:13](=[S:44])[NH:14][CH:15]=1)[CH3:10] |f:2.3|. Starting materials: C1=CC=C(C=C1)OC(=S)Cl (Phenyl chlorothionoformate), C(=O)(O)[O-].[Na+] (NaHCO3), ClC1=C(C=CC=C1Cl)C(C)C=1N=CNC1 (4-[1-(2,3-dichloro-phenyl)-ethyl]-1H-imidazole), ClC1=C(C=CC=C1Cl)C(C)C=1N=CNC1 (4-[1-(2,3-dichloro-phenyl)-ethyl]-1H-imidazole), ClC1=C(C=CC=C1Cl)C(=C)C=1N=CNC1 (4-[1-(2,3-dichloro-phenyl)-vinyl]-1H-imidazole), ClC1=C(C=CC=C1Cl)C(=C)C=1N=CNC1 (4-[1-(2,3-dichloro-phenyl)-vinyl]-1H-imidazole). Run at time 5 hour. Solvent: O (water), O1CCCC1 (tetrahydrofuran), O (water). The product is ClC1=C(C=CC=C1Cl)C(C)C=1NC(NC1)=S (4-[1-(2,3-dichloro-phenyl)-ethyl]-1,3-dihydro-imidazole-2-thione). Procedure: A 1:1 mixture of 4-[1-(2,3-dichloro-phenyl)-ethyl]-1H-imidazole (Intermediate A4), and 4-[1-(2,3-dichloro-phenyl)-vinyl]-1H-imidazole (Intermediate A3) (0.77 g, 3.2 mmol) in tetrahydrofuran (THF) (10 mL) and water (10 mL) was treated with NaHCO3 (1.64 g, 19.5 mmol) at rt for 10 m. Phenyl chlorothionoformate (1.1 mL, 7.95 mmol) was added and stirring was continued for 5 h. The mixture was diluted with water and extracted with hexane:ethyl acetate (3×). The organic portions were combined, dried ov... Reactants: Clc1ccc(-n2nc3ccccc3c2NCc2ccccc2)cc1, Cc1ccccc1, O=C=NC1CCCCC1. The product is O=C(NC1CCCCC1)N(Cc1ccccc1)c1c2ccccc2nn1-c1ccc(Cl)cc1. As a reaction SMILES: [CH2:1]([c:2]1[cH:3][cH:4][cH:5][cH:6][cH:7]1)[NH:8][c:9]1[n:10](-[c:18]2[cH:19][cH:20][c:21]([Cl:24])[cH:22][cH:23]2)[n:11][c:12]2[cH:13][cH:14][cH:15][cH:16][c:17]12.[CH3:34][c:35]1[cH:36][cH:37][cH:38][cH:39][cH:40]1.[CH:25]1([N:31]=[C:32]=[O:33])[CH2:26][CH2:27][CH2:28][CH2:29][CH2:30]1>>[CH2:1]([c:2]1[cH:3][cH:4][cH:5][cH:6][cH:7]1)[N:8]([c:9]1[n:10](-[c:18]2[cH:19][cH:20][c:21]([Cl:24])[cH:22][cH:23]2)[n:11][c:12]2[cH:13][cH:14][cH:15][cH:16][c:17]12)[C:32]([NH:31][CH:25]1[CH2:26][CH2:27][CH2:28][CH2:29][CH2:30]1)=[O:33].